Dataset: the Open Reaction Database (ORD), a public repository of structured organic reaction records. Task: describe an organic reaction: reactants, conditions, products, and yield The reactants are C(CCCCC)N1C(C(=C(C2=CC=CC=C12)O)C(=O)OCC)=O (Ethyl 1-hexyl-4-hydroxy-2-oxo-1,2-dihydroquinoline-3-carboxylate), NC1=CC=C(C(=O)OC(C)(C)C)C=C1 (tert-butyl 4-aminobenzoate). The solvent is C1(=CC=CC=C1)C (toluene). Product: C(CCCCC)N1C(C(=C(C2=CC=CC=C12)O)C(=O)NC1=CC=C(C(=O)OC(C)(C)C)C=C1)=O (tert-Butyl 4-(1-hexyl-4-hydroxy-2-oxo-1,2-dihydroquinoline-3-carboxamido)benzoate). Reaction SMILES: [CH2:1]([N:7]1[C:16]2[C:11](=[CH:12][CH:13]=[CH:14][CH:15]=2)[C:10]([OH:17])=[C:9]([C:18]([O:20]CC)=O)[C:8]1=[O:23])[CH2:2][CH2:3][CH2:4][CH2:5][CH3:6].[NH2:24][C:25]1[CH:37]=[CH:36][C:28]([C:29]([O:31][C:32]([CH3:35])([CH3:34])[CH3:33])=[O:30])=[CH:27][CH:26]=1>C1(C)C=CC=CC=1>[CH2:1]([N:7]1[C:16]2[C:11](=[CH:12][CH:13]=[CH:14][CH:15]=2)[C:10]([OH:17])=[C:9]([C:18]([NH:24][C:25]2[CH:37]=[CH:36][C:28]([C:29]([O:31][C:32]([CH3:33])([CH3:34])[CH3:35])=[O:30])=[CH:27][CH:26]=2)=[O:20])[C:8]1=[O:23])[CH2:2][CH2:3][CH2:4][CH2:5][CH3:6]. Procedure details: Ethyl 1-hexyl-4-hydroxy-2-oxo-1,2-dihydroquinoline-3-carboxylate (159 mg, 0.5 mmol) and tert-butyl 4-aminobenzoate (193 mg, 1 mmol) are suspended in anhydrous toluene (4 ml) and are microwave-heated with the container open (the parameters are the following: power=200 W, temperature=120° C., execution time=7 min, hold time=10 min). Reactants: O=C([O-])[O-], CSc1ccc(O)cc1, O=C(NC1(CO)CCCC1)c1cc(F)cnc1Cl, [Cs+], [Cs+], CN(C)C=O. As a reaction SMILES: [C:28](=[O:29])([O-:30])[O-:31].[CH3:19][S:20][c:21]1[cH:22][cH:23][c:24]([OH:27])[cH:25][cH:26]1.[Cl:1][c:2]1[c:3]([C:4](=[O:5])[NH:6][C:7]2([CH2:12][OH:13])[CH2:8][CH2:9][CH2:10][CH2:11]2)[cH:14][c:15]([F:18])[cH:16][n:17]1.[Cs+:32].[Cs+:33].[O:34]=[CH:35][N:36]([CH3:37])[CH3:38]>>[c:2]1([O:27][c:24]2[cH:23][cH:22][c:21]([S:20][CH3:19])[cH:26][cH:25]2)[c:3]([C:4](=[O:5])[NH:6][C:7]2([CH2:12][OH:13])[CH2:8][CH2:9][CH2:10][CH2:11]2)[cH:14][c:15]([F:18])[cH:16][n:17]1. Product: CSc1ccc(Oc2ncc(F)cc2C(=O)NC2(CO)CCCC2)cc1. The reactants are aqueous solution, Cl (hydrochloric acid), O1CCCC1 (tetrahydrofuran), C(C)(C)(C)OC(=O)C1CC2=C(CN1)OC(=N2)C(=O)N2CCN(CC2)S(=O)(=O)C=2NC1=CC=C(C=C1C2)Cl (1-[[6-(tert-butoxycarbonyl)-4,5,6,7-tetrahydrooxazolo[5,4-c]pyridin-2-yl]carbonyl]-4-[(5-chloroindol-2-yl)sulfonyl]piperazine), FC(C(=O)O)(F)F (trifluoroacetic acid). Run in CO (methanol), C(Cl)Cl (methylene chloride). Reaction conditions: time 15 minute. Yields the product Cl.ClC=1C=C2C=C(NC2=CC1)S(=O)(=O)N1CCN(CC1)C(=O)C=1OC=2CNC(CC2N1)C (1-[(5-Chloroindol-2-yl)sulfonyl]-4-[(6-methyl-4,5,6,7-tetrahydrooxazolo[5,4-c]pyridin-2-yl]carbonyl]piperazine hydrochloride). RXN SMILES: C(O[C:6]([CH:8]1[NH:13][CH2:12][C:11]2[O:14][C:15]([C:17]([N:19]3[CH2:24][CH2:23][N:22]([S:25]([C:28]4[NH:29][C:30]5[C:35]([CH:36]=4)=[CH:34][C:33]([Cl:37])=[CH:32][CH:31]=5)(=[O:27])=[O:26])[CH2:21][CH2:20]3)=[O:18])=[N:16][C:10]=2[CH2:9]1)=O)(C)(C)C.FC(F)(F)C(O)=O.Cl.O1CCCC1>C(Cl)Cl.CO>[ClH:37].[Cl:37][C:33]1[CH:34]=[C:35]2[C:30](=[CH:31][CH:32]=1)[NH:29][C:28]([S:25]([N:22]1[CH2:23][CH2:24][N:19]([C:17]([C:15]3[O:14][C:11]4[CH2:12][NH:13][CH:8]([CH3:6])[CH2:9][C:10]=4[N:16]=3)=[O:18])[CH2:20][CH2:21]1)(=[O:27])=[O:26])=[CH:36]2 |f:6.7|. Procedure: To a solution of 1-[[6-(tert-butoxycarbonyl)-4,5,6,7-tetrahydrooxazolo[5,4-c]pyridin-2-yl]carbonyl]-4-[(5-chloroindol-2-yl)sulfonyl]piperazine (100 mg) in methylene chloride (3.0 ml) was added trifluoroacetic acid (3.0 ml) at room temperature, followed by stirring for 15 minutes. The reaction mixture was concentrated under reduced pressure. To the residue were added methylene chloride (4.0 ml), triethylamine (50.0 μl), acetic acid (21.0 μl), formalin (23.5 μl) and sodium triacetoxyborohydride (5...